The task is: describe an organic reaction: reactants, conditions, products, and yield. This data is from the Open Reaction Database (ORD), a public repository of structured organic reaction records. Reactants: ClC1=C(C(=CC=C1)Cl)C1=CC2=C(N=C(N=C2)S(=O)(=O)C)N(C1=O)C (6-(2,6-Dichlorophenyl)-2-methanesulfonyl-8-methyl-8H-pyrido[2,3-d]pyrimidin-7-one), C1OC=2C=C(N)C=CC2O1 (3,4-methylenedioxyaniline). Run in C(C)(=O)OCC (Ethyl acetate). Run at temperature 200 celsius. Yields the product O1COC2=C1C=CC(=C2)NC=2N=CC1=C(N2)N(C(C(=C1)C1=C(C=CC=C1Cl)Cl)=O)C (2-(Benzo[1,3]dioxol-5-ylamino)-6-(2,6-dichlorophenyl)-8-methyl-8H-pyrido[2,3-d]pyrimidin-7-one). Reaction SMILES: [Cl:1][C:2]1[CH:7]=[CH:6][CH:5]=[C:4]([Cl:8])[C:3]=1[C:9]1[C:22](=[O:23])[N:21]([CH3:24])[C:12]2[N:13]=[C:14](S(C)(=O)=O)[N:15]=[CH:16][C:11]=2[CH:10]=1.[CH2:25]1[O:34][C:33]2[CH:32]=[CH:31][C:29]([NH2:30])=[CH:28][C:27]=2[O:26]1>C(OCC)(=O)C>[O:34]1[C:33]2[CH:32]=[CH:31][C:29]([NH:30][C:14]3[N:15]=[CH:16][C:11]4[CH:10]=[C:9]([C:3]5[C:2]([Cl:1])=[CH:7][CH:6]=[CH:5][C:4]=5[Cl:8])[C:22](=[O:23])[N:21]([CH3:24])[C:12]=4[N:13]=3)=[CH:28][C:27]=2[O:26][CH2:25]1. Procedure details: A mixture of 0.113 g (0.29 mmol) of 6-(2,6-dichlorophenyl)-2-methanesulfonyl-8-methyl-8H-pyrido[2,3-d]pyrimidin-7-one of Example 39 and 0.50 g (3.70 mmol) of 3,4-methylenedioxyaniline was heated, with stirring, in a 200° C. oil bath. The resulting solution was heated for 5 minutes and cooled to room temperature. Ethyl acetate (2 mL) was added, and some traces of solids were filtered. The crystals that slowly developed in the filtrate were filtered and washed with 2 mL of ethyl acetate; wt 0.080 ... The reactants are ClC(C)[SiH](C)CCCC1=CC=CC=C1 ((α-chloroethyl)benzylethylmethylsilane), C1(C=2C(C(N1)=O)=CC=CC2)=O.[K] (potassium phthalimide). The product is C(C1=CC=CC=C1)CC[SiH](C(C)N1C(C=2C(C1=O)=CC=CC2)=O)C (N[1-(Benzylethylmethylsilyl)ethyl]-phthalimide). RXN SMILES: Cl[CH:2]([SiH:4]([CH2:6][CH2:7][CH2:8][C:9]1[CH:14]=[CH:13][CH:12]=[CH:11][CH:10]=1)[CH3:5])[CH3:3].[C:15]1(=[O:25])[NH:19][C:18](=[O:20])[C:17]2=[CH:21][CH:22]=[CH:23][CH:24]=[C:16]12.[K]>>[CH2:8]([CH2:7][CH2:6][SiH:4]([CH3:5])[CH:2]([N:19]1[C:18](=[O:20])[C:17]2=[CH:21][CH:22]=[CH:23][CH:24]=[C:16]2[C:15]1=[O:25])[CH3:3])[C:9]1[CH:14]=[CH:13][CH:12]=[CH:11][CH:10]=1 |f:1.2,^1:25|. Procedure details: The title compound was prepared from (α-chloroethyl)benzylethylmethylsilane and potassium phthalimide by a procedure similar to the one described in Example 1, Step A.